Dataset: the Open Reaction Database (ORD), a public repository of structured organic reaction records. Task: describe an organic reaction: reactants, conditions, products, and yield Starting materials: [H-].[Na+] (sodium hydride), IC (iodomethane), OC1CCCCC2=C1C=C(C=C2)CN(C(=O)C2CN(CCO2)C(=O)OC(C)(C)C)CC(C)C ((±)-tert-butyl 2-{[[(9-hydroxy-6,7,8,9-tetrahydro-5H-benzo[7]annulen-2-yl)methyl](isobutyl)amino]-carbonyl}morpholine-4-carboxylate). The solvent is O1CCCC1 (tetrahydrofuran), O1CCCC1 (tetrahydrofuran), C([O-])(O)=O.[Na+] (sodium bicarbonate). Reaction conditions: time 3 day. Yields the product C(C(C)C)N(C(=O)C1CN(CCO1)C(=O)OC(C)(C)C)CC=1C=CC2=C(C(CCCC2)OC)C1 ((±)-tert-Butyl 2-({isobutyl[(9-methoxy-6,7,8,9-tetrahydro-5H-benzo[7]annulen-2-yl)methyl]amino}carbonyl)morpholine-4-carboxylate). Isolated yield 110.8%. RXN SMILES: [H-].[Na+].I[CH3:4].[OH:5][CH:6]1[C:12]2[CH:13]=[C:14]([CH2:17][N:18]([CH2:34][CH:35]([CH3:37])[CH3:36])[C:19]([CH:21]3[O:26][CH2:25][CH2:24][N:23]([C:27]([O:29][C:30]([CH3:33])([CH3:32])[CH3:31])=[O:28])[CH2:22]3)=[O:20])[CH:15]=[CH:16][C:11]=2[CH2:10][CH2:9][CH2:8][CH2:7]1>O1CCCC1.C(=O)(O)[O-].[Na+]>[CH2:34]([N:18]([CH2:17][C:14]1[CH:15]=[CH:16][C:11]2[CH2:10][CH2:9][CH2:8][CH2:7][CH:6]([O:5][CH3:4])[C:12]=2[CH:13]=1)[C:19]([CH:21]1[O:26][CH2:25][CH2:24][N:23]([C:27]([O:29][C:30]([CH3:31])([CH3:32])[CH3:33])=[O:28])[CH2:22]1)=[O:20])[CH:35]([CH3:37])[CH3:36] |f:0.1,5.6|. Reported procedure: To a stirred mixture of 25 mg (0.62 mmol, 1.2 equiv) of 60% sodium hydride/mineral oil dispersion and 0.047 mL (0.75 mmol, 1.5 equiv) of iodomethane in 1 mL of anhydrous tetrahydrofuran under nitrogen was added a solution of 230 mg (0.50 mmol) of (±)-tert-butyl 2-{[[(9-hydroxy-6,7,8,9-tetrahydro-5H-benzo[7]annulen-2-yl)methyl](isobutyl)amino]-carbonyl}morpholine-4-carboxylate in 1 mL of anhydrous tetrahydrofuran over five minutes. The mixture was stirred at ambient temperature in a sealed flask ... Product: BrC=1C=NC=C(C1)C#CC1=CC(=CC=C1)OC (3-Bromo-5-(3-methoxyphenylethynyl)-pyridine). Starting materials: BrC=1C=NC=C(C1)Br (3,5-dibromopyridine), C(#C)C1=CC(=CC=C1)OC (1-ethynyl-3-methoxybenzene). Reported procedure: Add 1-ethynyl-3-methoxybenzene (0.56 g, 4.22 mmol) to a mixture of 3,5-dibromopyridine (1.00 g, 4.22 mmol), bis(triphenylphosphine)palladium (II) dichloride (0.06 g, 0.08 mmol) and copper (I) iodide (0.03 g, 0.17 mmol) in triethylamine (8 mL) and heat at 70° C. for 2 h. Cool to room temperature, dilute with ethyl acetate and an aqueous saturated solution of ammonium chloride, and separate the layers. Wash the organic layer with an aqueous saturated solution of sodium chloride, dry (magnesium sul... Reaction SMILES: [C:1]([C:3]1[CH:8]=[CH:7][CH:6]=[C:5]([O:9][CH3:10])[CH:4]=1)#[CH:2].[Br:11][C:12]1[CH:13]=[N:14][CH:15]=[C:16](Br)[CH:17]=1>C(N(CC)CC)C.C(OCC)(=O)C.C1(C=CC=CC=1)[P](C1C=CC=CC=1)(C1C=CC=CC=1)[Pd][P](C1C=CC=CC=1)(C1C=CC=CC=1)C1C=CC=CC=1.[Cu]I>[Br:11][C:12]1[CH:13]=[N:14][CH:15]=[C:16]([C:2]#[C:1][C:3]2[CH:8]=[CH:7][CH:6]=[C:5]([O:9][CH3:10])[CH:4]=2)[CH:17]=1 |^1:37,51|. Reagents/catalysts: C1([P]([Pd][P](C2=CC=CC=C2)(C3=CC=CC=C3)C4=CC=CC=C4)(C5=CC=CC=C5)C6=CC=CC=C6)=CC=CC=C1 (bis(triphenylphosphine)palladium), [Cu]I (copper (I) iodide). Yield: 70.7%. Solvent: C(C)N(CC)CC (triethylamine), C(C)(=O)OCC (ethyl acetate). Conditions: temperature 70 celsius. Reactants: CCCC[N+](CCCC)(CCCC)CCCC, Cc1ccc(S(=O)(=O)Cl)cc1, Cc1ccccc1, CCOC(C)=O, Fc1cnc2[nH]ccc2c1Cl, [Na+], [OH-], O, O=S(=O)([O-])O. The product is Cc1ccc(S(=O)(=O)n2ccc3c(Cl)c(F)cnc32)cc1. RXN SMILES: [CH2:31]([N+:32]([CH2:33][CH2:34][CH2:35][CH3:36])([CH2:37][CH2:38][CH2:39][CH3:40])[CH2:41][CH2:42][CH2:43][CH3:44])[CH2:45][CH2:46][CH3:47].[CH3:12][c:13]1[cH:14][cH:15][c:16]([S:19](=[O:20])(=[O:21])[Cl:22])[cH:17][cH:18]1.[CH3:48][c:49]1[cH:50][cH:51][cH:52][cH:53][cH:54]1.[CH3:55][CH2:56][O:57][C:58](=[O:59])[CH3:60].[Cl:1][c:2]1[c:3]2[c:4]([n:5][cH:6][c:7]1[F:8])[nH:9][cH:10][cH:11]2.[Na+:24].[OH-:23].[OH2:25].[S:26]([O-:27])([OH:28])(=[O:29])=[O:30]>>[Cl:1][c:2]1[c:3]2[c:4]([n:5][cH:6][c:7]1[F:8])[n:9]([S:19]([c:16]1[cH:15][cH:14][c:13]([CH3:12])[cH:18][cH:17]1)(=[O:20])=[O:21])[cH:10][cH:11]2. Reactants: NC=1C(=NC=C(C(=O)OC)C1)S (methyl 5-amino-6-mercaptonicotinate), [H-].[Na+] (sodium hydride), ClC1=NC=CN=C1Cl (2,3-dichloropyrazine), C(C)(=O)OCC (ethyl acetate). Solvent: CN(C=O)C (N,N-dimethylformamide). Procedure details: To a solution of 1.0 g of methyl 5-amino-6-mercaptonicotinate in N,N-dimethylformamide (30 ml) were added 0.52 g of sodium hydride (oily: 60% or more) and 0.97 g of 2,3-dichloropyrazine and the resulting mixture was reacted at 100° C. for 2 hours. Then ethyl acetate was added to the reaction mixture, which was then washed with a saturated aqueous solution of sodium chloride and dried over anhydrous magnesium sulfate. After distilling off the solvent under reduced pressure, diethyl ether was adde... RXN SMILES: [NH2:1][C:2]1[C:3]([SH:12])=[N:4][CH:5]=[C:6]([CH:11]=1)[C:7]([O:9][CH3:10])=[O:8].[H-].[Na+].Cl[C:16]1[C:21](Cl)=[N:20][CH:19]=[CH:18][N:17]=1.C(OCC)(=O)C>CN(C)C=O>[N:17]1[C:18]2[NH:1][C:2]3[CH:11]=[C:6]([C:7]([O:9][CH3:10])=[O:8])[CH:5]=[N:4][C:3]=3[S:12][C:19]=2[N:20]=[CH:21][CH:16]=1 |f:1.2|. The product is N1=CC=NC=2SC3=C(NC21)C=C(C=N3)C(=O)OC (methyl 10H-pyrazino[2,3-b]pyrido[3,2-e][1,4]thiazin-8-carboxylate). Isolated yield 30.4%. Reactants: O (water), BrCBr (dibromomethane), O1CCCC1 (tetrahydrofuran), C(C)(=O)O (acetic acid), C(CCC)[Li] (n-butyllithium). Reaction conditions: temperature -78 celsius, time 30 minute. The product is BrCC1=COC2=C1C=CC=C2OC (3-bromomethyl-7-methoxybenzofuran). The yield is 41.0%. RXN SMILES: Br[CH2:2][Br:3].[CH2:4]([Li])[CH2:5][CH2:6][CH3:7].[C:9](O)(=[O:11])C.O.[O:14]1[CH2:18][CH2:17][CH2:16][CH2:15]1>>[Br:3][CH2:2][C:5]1[C:6]2[CH:7]=[CH:15][CH:16]=[C:17]([O:11][CH3:9])[C:18]=2[O:14][CH:4]=1. Reported procedure: 7-methoxy-2,3-dihydrobenzofuran-3-one (1.00 g) which is obtained by the process described in a reference (J. Org. Chem. 53, 423-425(1988) and dibromomethane (1.3 ml) were dissolved in tetrahydrofuran (30 ml) and the solution was cooled to −78° C. To this solution, n-butyllithium (1.62 M, 14.8 ml) was added dropwise for 10 minutes, and the resulting solution was stirred at −78° C. for 30 minutes. To this reaction solution, acetic acid (2 ml) was added and the solution was poured into water layer ... Reactants: ClC=1C=C(COC2=CC=C3C=C(C=NC3=C2)C(C(=O)O)(C)C)C=CC1 (2-(7-((3-chlorobenzyl)oxy)quinolin-3-yl)-2-methylpropanoic acid), C(C(=O)Cl)(=O)Cl (oxalyl chloride), C(C(=O)Cl)(=O)Cl (oxalyl chloride). Reagents/catalysts: CN(C)C=O (DMF). Solvent: C(Cl)Cl (DCM). Reaction conditions: time 30 minute. Product: ClC=1C=C(COC2=CC=C3C=C(C=NC3=C2)C(C(=O)Cl)(C)C)C=CC1 (2-(7-((3-Chlorobenzyl)oxy)quinolin-3-yl)-2-methylpropanoyl chloride). Reaction SMILES: [Cl:1][C:2]1[CH:3]=[C:4]([CH:23]=[CH:24][CH:25]=1)[CH2:5][O:6][C:7]1[CH:16]=[C:15]2[C:10]([CH:11]=[C:12]([C:17]([CH3:22])([CH3:21])[C:18](O)=[O:19])[CH:13]=[N:14]2)=[CH:9][CH:8]=1.C(Cl)(=O)C([Cl:29])=O>C(Cl)Cl.CN(C=O)C>[Cl:1][C:2]1[CH:3]=[C:4]([CH:23]=[CH:24][CH:25]=1)[CH2:5][O:6][C:7]1[CH:16]=[C:15]2[C:10]([CH:11]=[C:12]([C:17]([CH3:22])([CH3:21])[C:18]([Cl:29])=[O:19])[CH:13]=[N:14]2)=[CH:9][CH:8]=1. Reported procedure: To a solution of 2-(7-((3-chlorobenzyl)oxy)quinolin-3-yl)-2-methylpropanoic acid in DCM (8 mL) was added oxalyl chloride (208 μL, 2.34 mmol) followed by 3 drops of DMF. After 30 minutes, additional oxalyl chloride (2 mL, 22.5 mmol) was added. After 30 minutes stifling at ambient temperature the reaction was concentrated under reduced pressure and dried under high vacuum to afford the title compound as an oil. The crude product was used without further purification in the next step. Starting materials: CCCCOc1ccccc1O, CCO, CC(C)N(CCCl)C(C)C, Cl, [Na]. The product is CCCCOc1ccccc1OCCN(C(C)C)C(C)C. Reaction SMILES: [CH2:2]([CH2:3][CH2:4][CH3:5])[O:6][c:7]1[c:8]([OH:13])[cH:9][cH:10][cH:11][cH:12]1.[CH3:25][CH2:26][OH:27].[CH:15]([CH3:16])([CH3:17])[N:18]([CH:19]([CH3:20])[CH3:21])[CH2:22][CH2:23][Cl:24].[ClH:14].[Na:1]>>[CH2:2]([CH2:3][CH2:4][CH3:5])[O:6][c:7]1[c:8]([O:13][CH2:23][CH2:22][N:18]([CH:15]([CH3:16])[CH3:17])[CH:19]([CH3:20])[CH3:21])[cH:9][cH:10][cH:11][cH:12]1. Reactants: CC(=O)C1=CC(=CC=C1)[N+](=O)[O-] (3-nitroacetophenone), N=1NC(C=CC1)=O (pyridazinone). The product is O=C1C=CC(=NN1)C=1C=C(C=CC1)[N+](=O)[O-] (3-(6-Oxo-1,6-dihydropyridazin-3-yl)nitrobenzene). RXN SMILES: [CH3:1][C:2]([C:4]1[CH:9]=[CH:8][CH:7]=[C:6]([N+:10]([O-:12])=[O:11])[CH:5]=1)=O.[N:13]1[NH:14][C:15](=[O:19])[CH:16]=CC=1>>[O:19]=[C:15]1[NH:14][N:13]=[C:2]([C:4]2[CH:5]=[C:6]([N+:10]([O-:12])=[O:11])[CH:7]=[CH:8][CH:9]=2)[CH:1]=[CH:16]1. Procedure: 18 g of 3-nitroacetophenone are converted into the pyridazinone in accordance GWP 1. Starting materials: C1CCOC1, CO, [Na+], CC(C)(C)OC(=O)n1ccc2cc(C3=CC=CN4CCS(=O)(=O)N=C34)ccc21, [OH-]. Product: O=S1(=O)CCN2C=CC=C(c3ccc4[nH]ccc4c3)C2=N1. RXN SMILES: [CH2:33]1[O:34][CH2:35][CH2:36][CH2:37]1.[CH3:31][OH:32].[Na+:30].[O:1]=[S:2]1(=[O:28])[N:3]=[C:4]2[N:5]([CH2:6][CH2:7]1)[CH:8]=[CH:9][CH:10]=[C:11]2[c:12]1[cH:13][c:14]2[cH:15][cH:16][n:17]([C:21]([O:22][C:23]([CH3:24])([CH3:25])[CH3:26])=[O:27])[c:18]2[cH:19][cH:20]1.[OH-:29]>>[O:1]=[S:2]1(=[O:28])[N:3]=[C:4]2[N:5]([CH2:6][CH2:7]1)[CH:8]=[CH:9][CH:10]=[C:11]2[c:12]1[cH:13][c:14]2[cH:15][cH:16][nH:17][c:18]2[cH:19][cH:20]1.